Dataset: the Open Reaction Database (ORD), a public repository of structured organic reaction records. Task: describe an organic reaction: reactants, conditions, products, and yield The reactants are [N+](=O)([O-])C (Nitromethane), C(C)(=O)O (acetic acid). Yields the product [N+](=O)(O)[O-] (nitric acid), C(C)(=O)O.[N+](=O)(O)[O-] (acetic acid nitric acid). Reaction SMILES: [N+:1](C)([O-:3])=[O:2].[C:5]([OH:8])(=[O:7])[CH3:6]>>[N+:1]([O-:3])([OH:7])=[O:2].[C:5]([OH:8])(=[O:7])[CH3:6].[N+:1]([O-:3])([OH:7])=[O:2] |f:3.4|. Procedure details: Nitromethane was formed from acetic acid and nitric acid in an acetic acid/nitric acid molar ratio of 1.2. The reaction was conducted at 410° C. under a pressure of 6 bar for 10.5 seconds. Reactants: O=C([O-])[O-], CS(=O)(=O)OCC1CN(Cc2ccccc2)CCN1Cc1ccccc1, CC#N, CCOC(C)=O, CC(C)C1NCCNC1=O, [K+], [K+]. Product: CC(C)C1C(=O)NCCN1CC1CN(Cc2ccccc2)CCN1Cc1ccccc1. Reaction SMILES: [C:37](=[O:38])([O-:39])[O-:40].[CH3:1][S:2]([O:3][CH2:6][CH:7]1[N:8]([CH2:20][c:21]2[cH:22][cH:23][cH:24][cH:25][cH:26]2)[CH2:9][CH2:10][N:11]([CH2:13][c:14]2[cH:15][cH:16][cH:17][cH:18][cH:19]2)[CH2:12]1)(=[O:4])=[O:5].[CH3:43][C:44]#[N:45].[CH3:46][CH2:47][O:48][C:49]([CH3:50])=[O:51].[CH:27]([CH3:28])([CH3:29])[CH:30]1[C:31](=[O:36])[NH:32][CH2:33][CH2:34][NH:35]1.[K+:41].[K+:42]>>[CH2:6]([CH:7]1[N:8]([CH2:20][c:21]2[cH:22][cH:23][cH:24][cH:25][cH:26]2)[CH2:9][CH2:10][N:11]([CH2:13][c:14]2[cH:15][cH:16][cH:17][cH:18][cH:19]2)[CH2:12]1)[N:35]1[CH:30]([CH:27]([CH3:28])[CH3:29])[C:31](=[O:36])[NH:32][CH2:33][CH2:34]1. Starting materials: polyethylene glycol, [OH-].[Na+] (sodium hydroxide), C(N(CC(=O)[O-])CC(=O)O)CN(CC(=O)O)CC(=O)[O-].[Na+].[Na+] (disodium edetate), C(N(CC(=O)[O-])CC(=O)O)CN(CC(=O)O)CC(=O)[O-].[Na+].[Na+] (Disodium edetate), [OH-].[Na+] (sodium hydroxide), Polyethylene glycol 3350, C(CN(CC(=O)[O-])CC(=O)[O-])N(CC(=O)[O-])CC(=O)[O-].[Na+].[Na+].[Na+].[Na+] (tetrasodium salt of EDTA). Product: C(CN(CC(=O)O)CC(=O)O)N(CC(=O)O)CC(=O)O (EDTA). The solvent is polyethylene glycol, O (water). Reaction SMILES: [CH2:1]([CH2:11][N:12]([CH2:17][C:18]([O-:20])=[O:19])[CH2:13][C:14]([OH:16])=[O:15])[N:2]([CH2:7][C:8]([OH:10])=[O:9])[CH2:3][C:4]([O-:6])=[O:5].[Na+].[Na+].[OH-].[Na+].C(N(CC([O-])=O)CC([O-])=O)CN(CC([O-])=O)CC([O-])=O.[Na+].[Na+].[Na+].[Na+]>O>[CH2:1]([N:2]([CH2:7][C:8]([OH:10])=[O:9])[CH2:3][C:4]([OH:6])=[O:5])[CH2:11][N:12]([CH2:17][C:18]([OH:20])=[O:19])[CH2:13][C:14]([OH:16])=[O:15] |f:0.1.2,3.4,5.6.7.8.9|. Procedure details: Disodium edetate (3.6 g) and 0.8 g of sodium hydroxide were dissolved in 170 mL of water. Polyethylene glycol 3350 (213 g) was added to this solution and dissolved. The sodium hydroxide facilitates the dissolution of the disodium edetate in the aqueous polyethylene glycol, through formation of the tetrasodium salt of EDTA. The polyethylene glycol solution was added to the drug-resin complex suspension and mixed well. The resulting mixture was dried in a fluid bed dryer by passing warm air throug... Starting materials: FC1=C(C#N)C=C(C(=C1)F)F (2,4,5-trifluorobenzonitrile), C1(CC1)C1=C2C(=CC=3CCN(CCC31)C(=O)OC(C)(C)C)OCCN2CCO (t-butyl 5-cyclopropyl-4-(2-hydroxyethyl)-3,4,6,7,9,10-hexahydro[1,4]oxazino[2,3-h][3]benzazepine-8(2H)-carboxylate), CC(C)([O-])C.[K+] (potassium t-butoxide), CC(C)([O-])C.[K+] (potassium t-butoxide), CC(C)([O-])C.[K+] (potassium t-butoxide), CO (MeOH), CO (MeOH). Run in C(C)(=O)OCC (ethyl acetate), C1CCOC1 (THF). Run at temperature -30 celsius, time 2 hour. The product is C(#N)C1=CC(=C(OCCN2CCOC=3C2=C(C2=C(CCN(CC2)C(=O)OC(C)(C)C)C3)C3CC3)C=C1OC)F (t-butyl 4-[2-(4-cyano-2-fluoro-5-methoxyphenoxy)ethyl]-5-cyclopropyl-3,4,6,7,9,10-hexahydro[1,4]oxazino[2,3-h][3]benzazepine-8(2H)-carboxylate). The yield is 104.9%. Reaction SMILES: F[C:2]1[CH:9]=[C:8](F)[C:7]([F:11])=[CH:6][C:3]=1[C:4]#[N:5].[CH:12]1([C:15]2[C:25]3[CH2:24][CH2:23][N:22]([C:26]([O:28][C:29]([CH3:32])([CH3:31])[CH3:30])=[O:27])[CH2:21][CH2:20][C:19]=3[CH:18]=[C:17]3[O:33][CH2:34][CH2:35][N:36]([CH2:37][CH2:38][OH:39])[C:16]=23)[CH2:14][CH2:13]1.C[C:41](C)([O-:43])C.[K+].CO>C1COCC1.C(OCC)(=O)C>[C:4]([C:3]1[C:2]([O:43][CH3:41])=[CH:9][C:8]([O:39][CH2:38][CH2:37][N:36]2[C:16]3=[C:15]([CH:12]4[CH2:13][CH2:14]4)[C:25]4[CH2:24][CH2:23][N:22]([C:26]([O:28][C:29]([CH3:32])([CH3:31])[CH3:30])=[O:27])[CH2:21][CH2:20][C:19]=4[CH:18]=[C:17]3[O:33][CH2:34][CH2:35]2)=[C:7]([F:11])[CH:6]=1)#[N:5] |f:2.3|. Procedure: To a solution of 210 mg of 2,4,5-trifluorobenzonitrile and 500 mg of t-butyl 5-cyclopropyl-4-(2-hydroxyethyl)-3,4,6,7,9,10-hexahydro[1,4]oxazino[2,3-h][3]benzazepine-8(2H)-carboxylate in 15 ml of THF was added portionwise 150 mg of potassium t-butoxide, followed by stirring at −30° C. for 2 hours. Further, to the reaction mixture was added 0.15 ml of MeOH and then 150 mg of potassium t-butoxide was added portionwise thereto, followed by elevating the temperature to −10° C. and stirring for 15 ho...